Dataset: the Open Reaction Database (ORD), a public repository of structured organic reaction records. Task: describe an organic reaction: reactants, conditions, products, and yield Reactants: C([O-])([O-])=O.[Na+].[Na+] (sodium carbonate), [Ca+2].C(=O)(O)COC(C(=O)[O-])CC(=O)[O-] (carboxymethoxy succinic acid calcium salt), [Na] (sodium), [Ca] (calcium). Run in O (water). Conditions: temperature 60 celsius, time 15 minute. The product is [Na+].C(=O)(O)COC(C(=O)[O-])CC(=O)[O-].[Na+] (carboxymethoxy succinic acid sodium salt). Reaction SMILES: C(=O)([O-])[O-].[Na+:5].[Na+].[Na].[Ca].[Ca+2].[C:10]([CH2:13][O:14][CH:15]([CH2:19][C:20]([O-:22])=[O:21])[C:16]([O-:18])=[O:17])([OH:12])=[O:11]>O>[Na+:5].[C:10]([CH2:13][O:14][CH:15]([CH2:19][C:20]([O-:22])=[O:21])[C:16]([O-:18])=[O:17])([OH:12])=[O:11].[Na+:5] |f:0.1.2,5.6,8.9.10,^1:6|. Procedure: To this was added 20 ml of water and the resulting system was heated to 90° to 100° C., and the system agitated for about 15 minutes. The resulting slurry was filtered and the precipitate on the filter paper was washed with 25 cc of water which had been heated to 60° C. The precipitate was then added to 25 cc of water containing 3.1 grams Na2CO3.H2O. This was 0.0248 mols of sodium carbonate and represented 68.0 percent of the stoichiometric amount required to replace with sodium all of the calci... The reactants are CC1(C(C1C=CC(=O)OC1CCC1)C(=O)O)C (2,2-dimethyl-3-(3-cyclobutoxy-3-oxo-1-propenyl)-cyclopropane-carboxylic acid), C(C1=CC=CC=C1)C1=CC(=CO1)CO (5-benzyl-3-furyl-methanol). Run in C(Cl)(Cl)Cl (chloroform). The product is CC1(C(C1C=CC(=O)OC1CCC1)C(=O)O)C (2,2-dimethyl-3-(3-cyclobutoxy-3-oxo-1-propenyl)-cyclopropane-carboxylic acid), CC1(C(C1C=CC(=O)OC(C)C)C(=O)[O-])C (2,2-dimethyl-3-(3-isopropoxy-3-oxo-1-propenyl)-cyclopropane-carboxylate). Reaction SMILES: [CH3:1][C:2]1([CH3:17])[CH:4]([CH:5]=[CH:6][C:7]([O:9][CH:10]2[CH2:13][CH2:12][CH2:11]2)=[O:8])[CH:3]1[C:14]([OH:16])=[O:15].C(C1OC=C(CO)C=1)C1C=CC=CC=1>C(Cl)(Cl)Cl>[CH3:1][C:2]1([CH3:17])[CH:4]([CH:5]=[CH:6][C:7]([O:9][CH:10]2[CH2:11][CH2:12][CH2:13]2)=[O:8])[CH:3]1[C:14]([OH:16])=[O:15].[CH3:17][C:2]1([CH3:1])[CH:4]([CH:5]=[CH:6][C:7]([O:9][CH:10]([CH3:13])[CH3:11])=[O:8])[CH:3]1[C:14]([O-:16])=[O:15]. Reported procedure: Using the procedure of Example 9, (1R, cis, ΔZ) 2,2-dimethyl-3-(3-isopropoxy-3-oxo-1-propenyl)-cyclopropane-carboxylic acid and 5-benzyl-3-furyl-methanol was reacted to obtain 5-benzyl-3-furyl-methyl (1R, cis, ΔZ) 2,2-dimethyl-3-(3-isopropoxy-3-oxo-1-propenyl)-cyclopropane-carboxylate with a specific rotation of [α]D20 =+44°±2° (c=0.4% in chloroform). The reactants are Cc1ccc(N(CCc2ccc(C(F)(F)F)nc2)C(=O)CBr)cc1C, O=C([O-])[O-], COC(C)(C)C, Cc1nc2ccccc2[nH]1, CC#N, [K+], [K+]. Yields the product Cc1ccc(N(CCc2ccc(C(F)(F)F)nc2)C(=O)Cn2c(C)nc3ccccc32)cc1C. RXN SMILES: [Br:1][CH2:2][C:3](=[O:4])[N:5]([CH2:6][CH2:7][c:8]1[cH:9][n:10][c:11]([C:14]([F:15])([F:16])[F:17])[cH:12][cH:13]1)[c:18]1[cH:19][c:20]([CH3:25])[c:21]([CH3:24])[cH:22][cH:23]1.[C:36](=[O:37])([O-:38])[O-:39].[C:45]([O:46][CH3:47])([CH3:48])([CH3:49])[CH3:50].[CH3:26][c:27]1[nH:28][c:29]2[c:30]([n:31]1)[cH:32][cH:33][cH:34][cH:35]2.[CH3:42][C:43]#[N:44].[K+:40].[K+:41]>>[CH2:2]([C:3](=[O:4])[N:5]([CH2:6][CH2:7][c:8]1[cH:9][n:10][c:11]([C:14]([F:15])([F:16])[F:17])[cH:12][cH:13]1)[c:18]1[cH:19][c:20]([CH3:25])[c:21]([CH3:24])[cH:22][cH:23]1)[n:28]1[c:27]([CH3:26])[n:31][c:30]2[c:29]1[cH:35][cH:34][cH:33][cH:32]2. Solvent: C(CO)O (ethylene glycol), O (water). Yield: 57.8%. Procedure: A mixture of 7-bromo-2-methyl-3H-benzo[d]imidazol-5-amine (25 g, 111 mmol), 1-bromo-2-(2-bromoethoxy)ethane (38 g, 166 mmol) and DIPEA (21 g, 166 mmol) in ethylene glycol (600 mL) was stirred at 100° C. for 20 h. It was cooled to rt, and diluted with water (200 mL) and extracted with DCM (300 mL×4). The combined organic layers were washed with brine, dried over sodium sulphate and evaporated. The residue was purified by column chromatography (eluted with petroleum ether/ethyl acetate=1/1) to giv... Reactants: BrC1=CC(=CC2=C1N=C(N2)C)N (7-bromo-2-methyl-3H-benzo[d]imidazol-5-amine), BrCCOCCBr (1-bromo-2-(2-bromoethoxy)ethane), CCN(C(C)C)C(C)C (DIPEA). As a reaction SMILES: [Br:1][C:2]1[C:7]2[N:8]=[C:9]([CH3:11])[NH:10][C:6]=2[CH:5]=[C:4]([NH2:12])[CH:3]=1.Br[CH2:14][CH2:15][O:16][CH2:17][CH2:18]Br.CCN(C(C)C)C(C)C>C(O)CO.O>[Br:1][C:2]1[C:7]2[N:8]=[C:9]([CH3:11])[NH:10][C:6]=2[CH:5]=[C:4]([N:12]2[CH2:18][CH2:17][O:16][CH2:15][CH2:14]2)[CH:3]=1. The product is BrC1=CC(=CC=2NC(=NC21)C)N2CCOCC2 (4-(4-bromo-2-methyl-1H-benzo[d]imidazol-6-yl)morpholine). Conditions: temperature 100 celsius, time 20 hour. The reactants are NC1=CC(=C(C=C1)C1=C(C=C(C(=C1)C(C)C)F)OC)CN1C(O[C@@H]([C@@H]1C)C1=CC(=CC(=C1)C(F)(F)F)C(F)(F)F)=O ((4S,5R)-3-[(4-amino-4′-fluoro-5′-isopropyl-2′-methoxybiphenyl-2-yl)methyl]-5-[3,5-bis(trifluoromethyl)phenyl]-4-methyl-1,3-oxazolidin-2-one), N(=O)OC(C)(C)C (tert-butyl nitrite), C(Br)(Br)Br (bromoform). Run at temperature 80 celsius, time 20 minute. The product is FC(C=1C=C(C=C(C1)C(F)(F)F)[C@@H]1[C@@H](N(C(O1)=O)CC1=C(C=CC(=C1)Br)C1=C(C=C(C(=C1)C(C)C)F)OC)C)(F)F ((4S,5R)-5-[3,5-bis(trifluoromethyl)phenyl]-3-[(4-bromo-4′-fluoro-5′-isopropyl-2′-methoxybiphenyl-2-yl)methyl]-4-methyl-1,3-oxazolidin-2-one). RXN SMILES: N[C:2]1[CH:7]=[CH:6][C:5]([C:8]2[CH:13]=[C:12]([CH:14]([CH3:16])[CH3:15])[C:11]([F:17])=[CH:10][C:9]=2[O:18][CH3:19])=[C:4]([CH2:20][N:21]2[C@@H:25]([CH3:26])[C@@H:24]([C:27]3[CH:32]=[C:31]([C:33]([F:36])([F:35])[F:34])[CH:30]=[C:29]([C:37]([F:40])([F:39])[F:38])[CH:28]=3)[O:23][C:22]2=[O:41])[CH:3]=1.N(OC(C)(C)C)=O.C(Br)(Br)[Br:50]>>[F:39][C:37]([F:38])([F:40])[C:29]1[CH:28]=[C:27]([C@H:24]2[O:23][C:22](=[O:41])[N:21]([CH2:20][C:4]3[CH:3]=[C:2]([Br:50])[CH:7]=[CH:6][C:5]=3[C:8]3[CH:13]=[C:12]([CH:14]([CH3:16])[CH3:15])[C:11]([F:17])=[CH:10][C:9]=3[O:18][CH3:19])[C@H:25]2[CH3:26])[CH:32]=[C:31]([C:33]([F:35])([F:36])[F:34])[CH:30]=1. Reported procedure: To a solution (4S,5R)-3-[(4-amino-4′-fluoro-5′-isopropyl-2′-methoxybiphenyl-2-yl)methyl]-5-[3,5-bis(trifluoromethyl)phenyl]-4-methyl-1,3-oxazolidin-2-one (526 mg, 0.90 mmol) in bromoform (2.5 mL) was added tert-butyl nitrite (186 mg, 1.80 mmol). The resulting mixture was stirred at 80° C. for 20 min. An aliquot indicated completion of the reaction. The reaction crude was purified silica gel to afford the title compound as a yellow glass. LC-MS: 650.09 (M+1)+. 1H NMR (CDCl3, 500 MHz) δ 1:1 mixtur... The reactants are CCO, COc1cc([N+](=O)[O-])c2nccc(C)c2c1Oc1ccc(Cl)c(Cl)c1. Yields the product COc1cc(N)c2nccc(C)c2c1Oc1ccc(Cl)c(Cl)c1. As a reaction SMILES: [CH3:26][CH2:27][OH:28].[Cl:1][c:2]1[cH:3][c:4]([O:5][c:6]2[c:7]3[c:8]([CH3:21])[cH:9][cH:10][n:11][c:12]3[c:13]([N+:18]([O-:19])=[O:20])[cH:14][c:15]2[O:16][CH3:17])[cH:22][cH:23][c:24]1[Cl:25]>>[Cl:1][c:2]1[cH:3][c:4]([O:5][c:6]2[c:7]3[c:8]([CH3:21])[cH:9][cH:10][n:11][c:12]3[c:13]([NH2:18])[cH:14][c:15]2[O:16][CH3:17])[cH:22][cH:23][c:24]1[Cl:25]. The reactants are CCCCCC(CCC1CCC(=O)C1CCCCCCC(=O)OCC)OS(C)(=O)=O, CN(C)C=O, [K+], N#C[S-], N#C[S-]. The product is CCCCCC(CCC1CCC(=O)C1CCCCCCC(=O)OCC)SC#N. As a reaction SMILES: [CH3:1][S:2]([O:3][CH:6]([CH2:7][CH2:8][CH:9]1[CH2:10][CH2:11][C:12](=[O:25])[CH:13]1[CH2:14][CH2:15][CH2:16][CH2:17][CH2:18][CH2:19][C:20](=[O:21])[O:22][CH2:23][CH3:24])[CH2:26][CH2:27][CH2:28][CH2:29][CH3:30])(=[O:4])=[O:5].[CH3:38][N:39]([CH3:40])[CH:41]=[O:42].[K+:31].[S-:32][C:33]#[N:34].[S-:35][C:36]#[N:37]>>[CH:6]([CH2:7][CH2:8][CH:9]1[CH2:10][CH2:11][C:12](=[O:25])[CH:13]1[CH2:14][CH2:15][CH2:16][CH2:17][CH2:18][CH2:19][C:20](=[O:21])[O:22][CH2:23][CH3:24])([CH2:26][CH2:27][CH2:28][CH2:29][CH3:30])[S:32][C:33]#[N:34]. Starting materials: CCCCn1c(=O)[nH]c(=O)c2[nH]c(CC)nc21, O, S=P12SP3(=S)SP(=S)(S1)SP(=S)(S2)S3, c1ccncc1. The product is CCCCn1c(=O)[nH]c(=S)c2[nH]c(CC)nc21. As a reaction SMILES: [CH2:1]([CH2:2][CH2:3][CH3:4])[n:5]1[c:6](=[O:17])[nH:7][c:8](=[O:16])[c:9]2[nH:10][c:11]([CH2:14][CH3:15])[n:12][c:13]12.[OH2:32].[P:18]12(=[S:19])[S:20][P:21]3(=[S:31])[S:22][P:23](=[S:29])([S:24][P:25](=[S:28])([S:26]3)[S:27]1)[S:30]2.[cH:33]1[cH:34][cH:35][n:36][cH:37][cH:38]1>>[CH2:1]([CH2:2][CH2:3][CH3:4])[n:5]1[c:6](=[O:17])[nH:7][c:8](=[S:19])[c:9]2[nH:10][c:11]([CH2:14][CH3:15])[n:12][c:13]12. Starting materials: CC(C)(C)OC(=O)N1CCN(CCn2ncc3cc(Oc4ccc(F)cc4CN)ccc32)CC1, CCOC(C)=O, ClCCl, CC(C)(C)c1cc(NC(=O)Oc2ccc([N+](=O)[O-])cc2)on1. Yields the product CC(C)(C)OC(=O)N1CCN(CCn2ncc3cc(Oc4ccc(F)cc4CNC(=O)Nc4cc(C(C)(C)C)no4)ccc32)CC1. As a reaction SMILES: [C:1]([CH3:2])([CH3:3])([CH3:4])[O:5][C:6](=[O:7])[N:8]1[CH2:9][CH2:10][N:11]([CH2:14][CH2:15][n:16]2[n:17][cH:18][c:19]3[cH:20][c:21]([O:25][c:26]4[c:27]([CH2:33][NH2:34])[cH:28][c:29]([F:32])[cH:30][cH:31]4)[cH:22][cH:23][c:24]23)[CH2:12][CH2:13]1.[CH3:60][CH2:61][O:62][C:63](=[O:64])[CH3:65].[Cl:57][CH2:58][Cl:59].[N+:35]([c:36]1[cH:37][cH:38][c:39]([O:44][C:45](=[O:40])[NH:46][c:47]2[cH:48][c:49]([C:52]([CH3:53])([CH3:54])[CH3:55])[n:50][o:51]2)[cH:41][cH:42]1)([O-:43])=[O:56]>>[C:1]([CH3:2])([CH3:3])([CH3:4])[O:5][C:6](=[O:7])[N:8]1[CH2:9][CH2:10][N:11]([CH2:14][CH2:15][n:16]2[n:17][cH:18][c:19]3[cH:20][c:21]([O:25][c:26]4[c:27]([CH2:33][NH:34][C:45](=[O:44])[NH:46][c:47]5[cH:48][c:49]([C:52]([CH3:53])([CH3:54])[CH3:55])[n:50][o:51]5)[cH:28][c:29]([F:32])[cH:30][cH:31]4)[cH:22][cH:23][c:24]23)[CH2:12][CH2:13]1.